Dataset: the Open Reaction Database (ORD), a public repository of structured organic reaction records. Task: describe an organic reaction: reactants, conditions, products, and yield The reactants are C[O-].[Na+] (NaOMe), BrCC1=CC(OC2=CC(=CC=C12)OC(C)=O)=O (4-bromomethyl-7-acetoxycoumarin). Solvent: CO (methanol). Run at time 0.5 hour. The product is BrCC1=CC(OC2=CC(=CC=C12)O)=O (4-Bromomethyl-7-hydroxycoumarin). Yield: 99.1%. As a reaction SMILES: C[O-].[Na+].[Br:4][CH2:5][C:6]1[C:15]2[C:10](=[CH:11][C:12]([O:16]C(=O)C)=[CH:13][CH:14]=2)[O:9][C:8](=[O:20])[CH:7]=1>CO>[Br:4][CH2:5][C:6]1[C:15]2[C:10](=[CH:11][C:12]([OH:16])=[CH:13][CH:14]=2)[O:9][C:8](=[O:20])[CH:7]=1 |f:0.1|. Procedure details: NaOMe (5.38 mL, 0.5 M, 2.69 mmol) was added slowly under argon to a stirred solution of 4-bromomethyl-7-acetoxycoumarin 6 (0.80 g, 2.69 mmol) in dry methanol (15 mL). The resulting mixture was stirred for 0.5 h. The methanolic solution was acidified with Dowex 50WX8 (H+) resin, filtered, washed with methanol, and evaporated to afford 7 as a white solid (0.68 g, 100%). TLC (hexane/ethyl acetate, 1:3): Rf=0.58. mp 207° C. 1H NMR (CD3OD, 500 MHz) δ 4.66 (s, 2H, CH2), 6.36 (s, 1H, C═CH), 6.73 (d, J=... Starting materials: OC[C@@H]1NCCCC1 ((R)-2-hydroxymethylpiperidine), S(=O)(=O)(OCCC1=CC=C(C=C1)Cl)C1=CC=C(C)C=C1 (4-chlorophenethyl tosylate), C([O-])([O-])=O.[Na+].[Na+] (sodium carbonate), [I-].[Na+] (sodium iodide). Solvent: C(C)#N (acetonitrile). Reaction conditions: temperature 90 celsius. The product is ClC1=CC=C(CCN2[C@H](CCCC2)CO)C=C1 ((R)-1-(4-chlorophenethyl)-2-hydroxymethylpiperidine), oil. Isolated yield 56.0%. As a reaction SMILES: [OH:1][CH2:2][C@H:3]1[CH2:8][CH2:7][CH2:6][CH2:5][NH:4]1.S(C1C=CC(C)=CC=1)(O[CH2:13][CH2:14][C:15]1[CH:20]=[CH:19][C:18]([Cl:21])=[CH:17][CH:16]=1)(=O)=O.C(=O)([O-])[O-].[Na+].[Na+].[I-].[Na+]>C(#N)C>[Cl:21][C:18]1[CH:19]=[CH:20][C:15]([CH2:14][CH2:13][N:4]2[CH2:5][CH2:6][CH2:7][CH2:8][C@@H:3]2[CH2:2][OH:1])=[CH:16][CH:17]=1 |f:2.3.4,5.6|. Procedure: (R)-2-hydroxymethylpiperidine (288 mg, 2.50 mmol), 4-chlorophenethyl tosylate (931 mg, 3.00 mmol), sodium carbonate (320 mg, 3.00 mmol) and sodium iodide (30 mg, 0.20 mmol) were added to acetonitrile (25 ml), and they were heated under reflux at 90° C. for 10 hours. The solvent was evaporated under reduced pressure. The residue was distributed in ethyl acetate and saturated aqueous sodium hydrogencarbonate solution. The organic layer was washed with water and dried over magnesium sulfate. Then t... Starting materials: CC=1C=C(OC1C=C1C(NC2=CC=CC=C12)=O)C=1C=C(C(=O)OC)C=CC1 (methyl 3-(4-methyl-5-((2-oxoindolin-3-ylidene)methyl)furan-2-yl)benzoate), Cl (HCl). The solvent is CCO (EtOH), [OH-].[Na+] (NaOH). The product is CC=1C=C(OC1C=C1C(NC2=CC=CC=C12)=O)C=1C=C(C(=O)O)C=CC1 (3-(4-methyl-5-((2-oxoindolin-3-ylidene)methyl)furan-2-yl)benzoic acid). Yield: 78.6%. Reaction SMILES: [CH3:1][C:2]1[CH:3]=[C:4]([C:18]2[CH:19]=[C:20]([CH:25]=[CH:26][CH:27]=2)[C:21]([O:23]C)=[O:22])[O:5][C:6]=1[CH:7]=[C:8]1[C:16]2[C:11](=[CH:12][CH:13]=[CH:14][CH:15]=2)[NH:10][C:9]1=[O:17].Cl>CCO.[OH-].[Na+]>[CH3:1][C:2]1[CH:3]=[C:4]([C:18]2[CH:19]=[C:20]([CH:25]=[CH:26][CH:27]=2)[C:21]([OH:23])=[O:22])[O:5][C:6]=1[CH:7]=[C:8]1[C:16]2[C:11](=[CH:12][CH:13]=[CH:14][CH:15]=2)[NH:10][C:9]1=[O:17] |f:3.4|. Procedure: A solution of methyl 3-(4-methyl-5-((2-oxoindolin-3-ylidene)methyl)furan-2-yl)benzoate (125 mg, 0.35 mmol) in EtOH (5.0 mL) and NaOH (3N, 3.0 mL) was heated at 80° C. for 30 min. The reaction mixture was cooled to rt and pH was adjusted (pH=4) with HCl (6N). The resulting precipitate was collected by filtration to give the desired 3-(4-methyl-5-((2-oxoindolin-3-ylidene)methyl)furan-2-yl)benzoic acid (95 mg). LCMS (ES): m/z 346 [M+1]+. Starting materials: CS(=O)(=O)Cl, ClCCl, N#CC(CF)(CCCCO)N1C(=O)c2ccccc2C1=O, c1ccncc1. The product is CS(=O)(=O)OCCCCC(C#N)(CF)N1C(=O)c2ccccc2C1=O. RXN SMILES: [CH3:28][S:29]([Cl:30])(=[O:31])=[O:32].[Cl:33][CH2:34][Cl:35].[F:1][CH2:2][C:3]([C:4]#[N:5])([CH2:6][CH2:7][CH2:8][CH2:9][OH:10])[N:11]1[C:12](=[O:21])[c:13]2[c:14]([cH:17][cH:18][cH:19][cH:20]2)[C:15]1=[O:16].[cH:22]1[cH:23][cH:24][n:25][cH:26][cH:27]1>>[F:1][CH2:2][C:3]([C:4]#[N:5])([CH2:6][CH2:7][CH2:8][CH2:9][O:10][S:29]([CH3:28])(=[O:31])=[O:32])[N:11]1[C:12](=[O:21])[c:13]2[c:14]([cH:17][cH:18][cH:19][cH:20]2)[C:15]1=[O:16].